From a dataset of the Open Reaction Database (ORD), a public repository of structured organic reaction records. describe an organic reaction: reactants, conditions, products, and yield The reactants are O (water), aqueous solution, Cl (hydrochloric acid), FC(C(C(F)(F)F)(OCOC)C1=CC(=C(OC=2C=CC(=C(C=O)C2)[N+](=O)[O-])C=C1)CCC)(F)F (5-(4-(1,1,1,3,3,3-hexafluoro-2-(methoxymethoxy)propan-2-yl)-2-propylphenoxy)-2-nitrobenzaldehyde), [BH4-].[Na+] (sodium borohydride), resultant mixture. Run in CO (methanol). The product is FC(C(C(F)(F)F)(OCOC)C1=CC(=C(OC=2C=CC(=C(C2)CO)[N+](=O)[O-])C=C1)CCC)(F)F ((5-(4-(1,1,1,3,3,3-Hexafluoro-2-(methoxymethoxy)propan-2-yl)-2-propylphenoxy)-2-nitrophenyl) methanol). Yield: 99.7%. Reaction SMILES: [F:1][C:2]([F:34])([F:33])[C:3]([C:12]1[CH:29]=[CH:28][C:15]([O:16][C:17]2[CH:18]=[CH:19][C:20]([N+:25]([O-:27])=[O:26])=[C:21]([CH:24]=2)[CH:22]=[O:23])=[C:14]([CH2:30][CH2:31][CH3:32])[CH:13]=1)([O:8][CH2:9][O:10][CH3:11])[C:4]([F:7])([F:6])[F:5].[BH4-].[Na+].O.Cl>CO>[F:1][C:2]([F:33])([F:34])[C:3]([C:12]1[CH:29]=[CH:28][C:15]([O:16][C:17]2[CH:18]=[CH:19][C:20]([N+:25]([O-:27])=[O:26])=[C:21]([CH2:22][OH:23])[CH:24]=2)=[C:14]([CH2:30][CH2:31][CH3:32])[CH:13]=1)([O:8][CH2:9][O:10][CH3:11])[C:4]([F:5])([F:7])[F:6] |f:1.2|. Procedure details: To a solution of 5-(4-(1,1,1,3,3,3-hexafluoro-2-(methoxymethoxy)propan-2-yl)-2-propylphenoxy)-2-nitrobenzaldehyde (576 mg, 1.16 mmol) in methanol (5.8 mL), sodium borohydride (46 mg, 1.22 mmol) was added under ice-cold conditions, and the resultant mixture was stirred under ice-cold conditions for 20 minutes. The reaction solution was added with water and 5% aqueous solution of hydrochloric acid and extracted with ethyl acetate. The organic layer was washed with a saturated aqueous solution of s... Reactants: CCO, CO, Cc1csc(C2CO2)c1, NCCN. Yields the product Cc1csc(C(O)CNCCN)c1. Reaction SMILES: [CH3:14][CH2:15][OH:16].[CH3:17][OH:18].[CH3:1][c:2]1[cH:3][c:4]([CH:7]2[O:8][CH2:9]2)[s:5][cH:6]1.[NH2:10][CH2:11][CH2:12][NH2:13]>>[CH3:1][c:2]1[cH:3][c:4]([CH:7]([OH:8])[CH2:9][NH:10][CH2:11][CH2:12][NH2:13])[s:5][cH:6]1.